From a dataset of the Open Reaction Database (ORD), a public repository of structured organic reaction records. describe an organic reaction: reactants, conditions, products, and yield Reactants: COc1cccnc1CCCCN, CCCCN(CCCC)Cc1ccc(Cc2cnc(N[N+](=O)[O-])[nH]c2=O)s1. Yields the product CCCCN(CCCC)Cc1ccc(Cc2cnc(NCCCCc3ncccc3OC)[nH]c2=O)s1. Reaction SMILES: [CH3:1][O:2][c:3]1[c:4]([CH2:9][CH2:10][CH2:11][CH2:12][NH2:13])[n:5][cH:6][cH:7][cH:8]1.[N+:14]([NH:15][c:18]1[n:19][cH:20][c:21]([CH2:25][c:26]2[s:27][c:28]([CH2:31][N:32]([CH2:33][CH2:34][CH2:35][CH3:36])[CH2:37][CH2:38][CH2:39][CH3:40])[cH:29][cH:30]2)[c:22](=[O:24])[nH:23]1)([O-:16])=[O:17]>>[CH3:1][O:2][c:3]1[c:4]([CH2:9][CH2:10][CH2:11][CH2:12][NH:13][c:18]2[n:19][cH:20][c:21]([CH2:25][c:26]3[s:27][c:28]([CH2:31][N:32]([CH2:33][CH2:34][CH2:35][CH3:36])[CH2:37][CH2:38][CH2:39][CH3:40])[cH:29][cH:30]3)[c:22](=[O:24])[nH:23]2)[n:5][cH:6][cH:7][cH:8]1. Starting materials: CC(=O)Nc1ccc(COC(C)=O)cc1, C1CCOC1, [Li+], [OH-]. Yields the product CC(=O)Nc1ccc(CO)cc1. Reaction SMILES: [C:1]([CH3:2])(=[O:3])[NH:4][c:5]1[cH:6][cH:7][c:8]([CH2:9][O:10][C:11](=[O:12])[CH3:13])[cH:14][cH:15]1.[CH2:18]1[O:19][CH2:20][CH2:21][CH2:22]1.[Li+:17].[OH-:16]>>[C:1]([CH3:2])(=[O:3])[NH:4][c:5]1[cH:6][cH:7][c:8]([CH2:9][OH:10])[cH:14][cH:15]1. Starting materials: ClC1=C(C(=C(C=C1)NC(C)=O)F)CO (N-(4-chloro-2-fluoro-3-(hydroxymethyl)phenyl)acetamide), TEA, CS(=O)(=O)Cl (methanesulfonyl chloride). The solvent is C(Cl)Cl (DCM). Conditions: time 2 hour. Yields the product CS(=O)(=O)OCC1=C(C(=CC=C1Cl)NC(C)=O)F (3-acetamido-6-chloro-2-fluorobenzyl methanesulfonate). The yield is 91.9%. As a reaction SMILES: [Cl:1][C:2]1[CH:7]=[CH:6][C:5]([NH:8][C:9](=[O:11])[CH3:10])=[C:4]([F:12])[C:3]=1[CH2:13][OH:14].[CH3:15][S:16](Cl)(=[O:18])=[O:17]>C(Cl)Cl>[CH3:15][S:16]([O:14][CH2:13][C:3]1[C:2]([Cl:1])=[CH:7][CH:6]=[C:5]([NH:8][C:9](=[O:11])[CH3:10])[C:4]=1[F:12])(=[O:18])=[O:17]. Reported procedure: A 0° C. of N-(4-chloro-2-fluoro-3-(hydroxymethyl)phenyl)acetamide (1.05 g, 4.82 mmol) and TEA (1.003 mL, 7.24 mmol) in DCM (30 mL) was treated slowly with methanesulfonyl chloride (0.414 mL, 5.31 mmol), warmed to RT and stirred for 2 h. The mixture was treated with satd. NaHCO3, extracted with DCM (2×) and the combined organics were washed with brine, dried over Na2SO4 and concentrated to dryness to afford 3-acetamido-6-chloro-2-fluorobenzyl methanesulfonate (1.31 g, 74% yield) as an off-white s... The reactants are C(C1=CC=CC=C1)NC (N-benzyl-N-methyl-amine), C(C)OC(C#C)=O (propiolic acid ethyl ester), C1(=CC=CC=C1)C (toluene). Yields the product C(C)OC(C=CNCCC1=CC=CC=C1)=O (3-(benzylmethyl-amino)acrylic acid ethyl ester). As a reaction SMILES: [CH2:1]([NH:8]C)C1C=CC=CC=1.[CH2:10]([O:12][C:13](=[O:16])[C:14]#[CH:15])[CH3:11].[C:17]1([CH3:23])[CH:22]=[CH:21][CH:20]=[CH:19][CH:18]=1>>[CH2:10]([O:12][C:13](=[O:16])[CH:14]=[CH:15][NH:8][CH2:1][CH2:23][C:17]1[CH:22]=[CH:21][CH:20]=[CH:19][CH:18]=1)[CH3:11]. Procedure: With stirring and cooling a solution of 48.5 g (0.4 mol) of N-benzyl-N-methyl-amine was added dropwise to a solution of 39.2 g (0.4 mol) of propiolic acid ethyl ester in 200 ml of toluene in the course of 20 min. so as not to exceed a temperature of 30° C. The yellow, slightly opaque solution was evaporated at 50° C./30 torr until constant weight. 91.8 g of 3-(benzylmethyl-amino)acrylic acid ethyl ester were obtained as a yellow oil which was further used without purification. Starting materials: ClC(=C)CCl (2,3-dichloro-1-propene), C(C)(=O)C1=CC=CC=C1 (acetophenone), C(CCl)Cl (ethylene dichloride), resultant mixture. Reagents/catalysts: [Zn] (zinc), [Zn] (zinc). The solvent is C(C)(=O)O (acetic acid). Product: ClC(=C)CC(C)(O)C1=CC=CC=C1 (2-chloro-4-phenyl-1-penten-4-ol). RXN SMILES: [Cl:1][C:2](CCl)=[CH2:3].[C:6]([C:9]1[CH:14]=[CH:13][CH:12]=[CH:11][CH:10]=1)(=[O:8])[CH3:7].[CH2:15](Cl)CCl>[Zn].C(O)(=O)C>[Cl:1][C:2]([CH2:7][C:6]([C:9]1[CH:14]=[CH:13][CH:12]=[CH:11][CH:10]=1)([OH:8])[CH3:15])=[CH2:3]. Reported procedure: 33.26 of 2,3-dichloro-1-propene were added dropwise to a mixture of 20.00 g of acetophenone, 40 g of ethylene dichloride, 60 g of 5% acetic acid and 19.52 g of zinc powder at 50° C., and the resultant mixture was allowed to react at the same temperature for 10 hours. After the reaction was completed, zinc-derived insolubles were filtered off, and the resultant filtrate was separated. The organic phase was washed with 7% sodium carbonate aqueous solution and dried over magnesium sulfate. The desi...